Dataset: the Open Reaction Database (ORD), a public repository of structured organic reaction records. Task: describe an organic reaction: reactants, conditions, products, and yield Yield: 94.2%. Yields the product CC=1OC2=C(N1)CCC=1C2=C(SC1C(=O)O)SC (4,5-dihydro-2-methyl-8-methylthiothieno[3,4-g]benzoxazole-6-carboxylic acid). Reaction conditions: temperature 50 celsius, time 2 hour. Run in O1CCCC1 (tetrahydrofuran), O (water). RXN SMILES: [CH3:1][C:2]1[O:3][C:4]2[C:10]3=[C:11]([S:19][CH3:20])[S:12][C:13]([C:14]([O:16]CC)=[O:15])=[C:9]3[CH2:8][CH2:7][C:5]=2[N:6]=1.C(O)C.[OH-].[Na+].Cl>O.O1CCCC1>[CH3:1][C:2]1[O:3][C:4]2[C:10]3=[C:11]([S:19][CH3:20])[S:12][C:13]([C:14]([OH:16])=[O:15])=[C:9]3[CH2:8][CH2:7][C:5]=2[N:6]=1 |f:2.3|. Procedure: Ethyl 4,5-dihydro-2-methyl-8-methylthiothieno[3,4-g]benzoxazole-6-carboxylate (1.88 g) was suspended in a mixed solvent of ethanol (15 ml) and tetrahydrofuran (10 ml); a 2 N aqueous solution of sodium hydroxide (9.1 ml) was added at 50° C. After the reaction mixture was stirred at 50° C. for 2 hours, the solution obtained was poured over water (300 ml), acidified with concentrated hydrochloric acid, and extracted with ethyl acetate-tetrahydrofuran (3:1, v/v). The organic layer was washed with wa... Reactants: CC=1OC2=C(N1)CCC=1C2=C(SC1C(=O)OCC)SC (Ethyl 4,5-dihydro-2-methyl-8-methylthiothieno[3,4-g]benzoxazole-6-carboxylate), Cl (hydrochloric acid), C(C)O (ethanol), aqueous solution, [OH-].[Na+] (sodium hydroxide). Starting materials: [Na], C(OCC1CO1)C1CO1, O, C=CCO. RXN SMILES: [Na:5].[O:6]([CH2:7][CH:8]1[O:9][CH2:10]1)[CH2:11][CH:12]1[O:13][CH2:14]1.[OH2:15].[OH:1][CH2:2][CH:3]=[CH2:4]>>[O:1]([CH2:2][CH:3]=[CH2:4])[CH2:14][CH:12]1[CH2:11][O:6][CH2:7][CH:8]([CH2:10][OH:9])[O:13]1. Product: C=CCOCC1COCC(CO)O1. Starting materials: COC(=O)c1ccc(CCl)cc1-c1ccccc1, Cc1ccccc1, [K], C1COCCOCCOCCOCCOCCO1, O, Oc1cccnc1. Product: COC(=O)c1ccc(COc2cccnc2)cc1-c1ccccc1. Reaction SMILES: [CH3:1][O:2][C:3]([c:4]1[c:5](-[c:12]2[cH:13][cH:14][cH:15][cH:16][cH:17]2)[cH:6][c:7]([CH2:10][Cl:11])[cH:8][cH:9]1)=[O:18].[CH3:45][c:46]1[cH:47][cH:48][cH:49][cH:50][cH:51]1.[K:44].[O:19]1[CH2:20][CH2:21][O:22][CH2:23][CH2:24][O:25][CH2:26][CH2:27][O:28][CH2:29][CH2:30][O:31][CH2:32][CH2:33][O:34][CH2:35][CH2:36]1.[OH2:52].[OH:37][c:38]1[cH:39][n:40][cH:41][cH:42][cH:43]1>>[CH3:1][O:2][C:3]([c:4]1[c:5](-[c:12]2[cH:13][cH:14][cH:15][cH:16][cH:17]2)[cH:6][c:7]([CH2:10][O:37][c:38]2[cH:39][n:40][cH:41][cH:42][cH:43]2)[cH:8][cH:9]1)=[O:18]. Reactants: S1C(=CC=C1)C1=CC=C(C#N)C=C1 (4-(2-thienyl)benzonitrile), [H-].[Al+3].[Li+].[H-].[H-].[H-] (lithium aluminum hydride), [H-].[H-].[H-].[H-].[Li+].[Al+3] (LAH), CO (methanol). Solvent: O1CCCC1 (tetrahydrofuran), ClCCl (dichloromethane). Reaction conditions: time 8 hour. Yields the product S1C(=CC=C1)C1=CC=C(CN)C=C1 (4-(2-thienyl)benzylamine). Reaction SMILES: [S:1]1[CH:5]=[CH:4][CH:3]=[C:2]1[C:6]1[CH:13]=[CH:12][C:9]([C:10]#[N:11])=[CH:8][CH:7]=1.[H-].[Al+3].[Li+].[H-].[H-].[H-].CO>O1CCCC1.ClCCl>[S:1]1[CH:5]=[CH:4][CH:3]=[C:2]1[C:6]1[CH:13]=[CH:12][C:9]([CH2:10][NH2:11])=[CH:8][CH:7]=1 |f:1.2.3.4.5.6|. Procedure details: The 4-(2-thienyl)benzonitrile (0.086 g, 0.464 mmol) was dissolved in dry tetrahydrofuran (1.6 ml) before lithium aluminum hydride (0.46 ml, 0.464 mmol, 1 M in THF) was added dropwise. The reaction was allowed to stir at room temperature overnight. TLC (5% methanol in dichloromethane) still showed starting material remaining. Another 1 eq of LAH was added. After an additional hour, the reaction was quenched by the Fieser and Fieser method using wager (17.46 μl), aqueous sodium hydroxide solution ... The reactants are COC(=O)C(C)(C)CCOc1ccc(C(=O)N2c3ccccc3C(N(C(C)=O)c3ccc(Cl)cc3)CC2C)cc1F, C1CCOC1, CO, [Li+], [OH-]. The product is CC(=O)N(c1ccc(Cl)cc1)C1CC(C)N(C(=O)c2ccc(OCCC(C)(C)C(=O)O)c(F)c2)c2ccccc21. As a reaction SMILES: [C:1]([CH3:2])(=[O:3])[N:4]([CH:5]1[CH2:6][CH:7]([CH3:34])[N:8]([C:15](=[O:16])[c:17]2[cH:18][c:19]([F:33])[c:20]([O:21][CH2:22][CH2:23][C:24]([C:25](=[O:26])[O:27][CH3:28])([CH3:29])[CH3:30])[cH:31][cH:32]2)[c:9]2[cH:10][cH:11][cH:12][cH:13][c:14]21)[c:35]1[cH:36][cH:37][c:38]([Cl:41])[cH:39][cH:40]1.[CH2:46]1[O:47][CH2:48][CH2:49][CH2:50]1.[CH3:44][OH:45].[Li+:43].[OH-:42]>>[C:1]([CH3:2])(=[O:3])[N:4]([CH:5]1[CH2:6][CH:7]([CH3:34])[N:8]([C:15](=[O:16])[c:17]2[cH:18][c:19]([F:33])[c:20]([O:21][CH2:22][CH2:23][C:24]([C:25](=[O:26])[OH:27])([CH3:29])[CH3:30])[cH:31][cH:32]2)[c:9]2[cH:10][cH:11][cH:12][cH:13][c:14]21)[c:35]1[cH:36][cH:37][c:38]([Cl:41])[cH:39][cH:40]1.